Dataset: the Open Reaction Database (ORD), a public repository of structured organic reaction records. Task: describe an organic reaction: reactants, conditions, products, and yield Reactants: Cu2O, OC1=C2CCCC3(OCCO3)C2=C(C=C1)OC (5-hydroxy-8-methoxy-1,2,3,4-tetrahydronaphthalene-1-spiro-2′-dioxolane), IC=1C=CC=C2C=CC=C(C12)OC (8-iodo-1-methoxynaphthalene), C(=O)([O-])[O-].[K+].[K+] (K2CO3). Run in N1=CC=CC=C1 (pyridine). Reaction conditions: time 12 hour. The product is C1(=CC=CC2=CC=CC=C12)OC1=CC=CC2=CC=CC=C12 (naphthyl ether). The yield is 113.6%. RXN SMILES: O[C:2]1[CH:15]=[CH:14][C:13](OC)=[C:12]2[C:3]=1[CH2:4][CH2:5][CH2:6][C:7]12O[CH2:10][CH2:9][O:8]1.I[C:19]1[CH:20]=[CH:21][CH:22]=[C:23]2[C:28]=1C(OC)=C[CH:25]=[CH:24]2.C([O-])([O-])=O.[K+].[K+]>N1C=CC=CC=1>[C:9]1([O:8][C:7]2[C:12]3[C:3](=[CH:2][CH:15]=[CH:14][CH:13]=3)[CH:4]=[CH:5][CH:6]=2)[C:28]2[C:23](=[CH:22][CH:21]=[CH:20][CH:19]=2)[CH:24]=[CH:25][CH:10]=1 |f:2.3.4|. Procedure details: To a solution of compound 6 (4.72 g, 0.02 mol) and 7 (8.52 g, 0.03 mol) in degassed pyridine (150 mL) were added K2CO3 (2.76 g, 0.02 mol) and Cu20 (286 mg, 0.002 mol). This reaction mixture was heated at reflux for 12 hours under a nitrogen atmosphere. After addition of additional Cu2O (286 mg, 0.002 mol) to the solution, heating was continued for 12 h. Pyridine was removed under reduced pressure and the residue was redissolved in EtOAc (300 mL). It was washed with water (100 mL) and brine (100 ... Reactants: C(C)OC(=O)C1=CSC=2N(C(N(C(C21)=O)C)=O)C(C)C (1,2,3,4-tetrahydro-3-methyl-1-(1-methylethyl)-2,4-dioxothieno[2,3-d]pyrimidine-5-carboxylic acid ethyl ester), FC1=CC=C(C=O)C=C1 (4-fluorobenzaldehyde). Yields the product C(C)OC(=O)C1=C(SC=2N(C(N(C(C21)=O)C)=O)C(C)C)C(O)C2=CC=C(C=C2)F (6-[(4-Fluorophenyl)hydroxymethyl]-1,2,3,4-tetrahydro-3-methyl-1-(1-methylethyl)-2,4-dioxo-thieno[2,3-d]pyrimidine-5-carboxylic acid ethyl ester). As a reaction SMILES: [CH2:1]([O:3][C:4]([C:6]1[C:14]2[C:13](=[O:15])[N:12]([CH3:16])[C:11](=[O:17])[N:10]([CH:18]([CH3:20])[CH3:19])[C:9]=2[S:8][CH:7]=1)=[O:5])[CH3:2].[F:21][C:22]1[CH:29]=[CH:28][C:25]([CH:26]=[O:27])=[CH:24][CH:23]=1>>[CH2:1]([O:3][C:4]([C:6]1[C:14]2[C:13](=[O:15])[N:12]([CH3:16])[C:11](=[O:17])[N:10]([CH:18]([CH3:19])[CH3:20])[C:9]=2[S:8][C:7]=1[CH:26]([C:25]1[CH:28]=[CH:29][C:22]([F:21])=[CH:23][CH:24]=1)[OH:27])=[O:5])[CH3:2]. Procedure: Prepared by the method of example 15 part a) using 1,2,3,4-tetrahydro-3-methyl-1-(1-methylethyl)-2,4-dioxothieno[2,3-d]pyrimidine-5-carboxylic acid ethyl ester and 4-fluorobenzaldehyde. Starting materials: [H-].[Na+] (NaH), C(=O)(C(=O)OCC)NC1=C(C=CC=C1C)[N+](=O)[O-] (N-ethoxalyl-2-nitro-6-methylaniline), CI (Methyl iodide). Solvent: CN(C)C=O (DMF). Run at time 8 hour. Product: C(=O)(C(=O)OCC)N(C1=C(C=CC=C1C)[N+](=O)[O-])C (N-ethoxalyl-N-methyl-2-nitro-6-methylaniline). As a reaction SMILES: [H-].[Na+].[C:3]([NH:10][C:11]1[C:16]([CH3:17])=[CH:15][CH:14]=[CH:13][C:12]=1[N+:18]([O-:20])=[O:19])([C:5]([O:7][CH2:8][CH3:9])=[O:6])=[O:4].[CH3:21]I>CN(C=O)C>[C:3]([N:10]([CH3:21])[C:11]1[C:16]([CH3:17])=[CH:15][CH:14]=[CH:13][C:12]=1[N+:18]([O-:20])=[O:19])([C:5]([O:7][CH2:8][CH3:9])=[O:6])=[O:4] |f:0.1|. Reported procedure: NaH (1 g, 22 mmol) was added in portions to a stirred solution of N-ethoxalyl-2-nitro-6-methylaniline (5 g, 20 mmol) in DMF (50 ml). Methyl iodide (2 ml, 22 mmol) was thereafter added. The mixture was left overnight at room temperature, whereafter the solvent was removed by evaporation in vacuo. The residue was partitioned between ether and water. The organic phase was washed with water, dried over Na2SO4 and evaporated to give the title compound as an oil. Starting materials: CC(C)CI, [H-], [Na+], CN(C)C=O, Nc1nonc1-c1nc(-c2ccccc2)c[nH]1. Yields the product CC(C)Cn1cc(-c2ccccc2)nc1-c1nonc1N. As a reaction SMILES: [CH2:20]([CH:21]([CH3:22])[CH3:23])[I:24].[H-:19].[Na+:18].[O:25]=[CH:26][N:27]([CH3:28])[CH3:29].[c:1]1(-[c:7]2[n:8][c:9](-[c:12]3[c:13]([NH2:17])[n:14][o:15][n:16]3)[nH:10][cH:11]2)[cH:2][cH:3][cH:4][cH:5][cH:6]1>>[c:1]1(-[c:7]2[n:8][c:9](-[c:12]3[c:13]([NH2:17])[n:14][o:15][n:16]3)[n:10]([CH2:20][CH:21]([CH3:22])[CH3:23])[cH:11]2)[cH:2][cH:3][cH:4][cH:5][cH:6]1. The reactants are O1CCC2=C1C=CC(=C2)C(CC)=O (1-(2,3-dihydrobenzofuran-5-yl)propan-1-one), ClC1=CC=C(C=N1)C(=O)C1=CC=C(C=C1)OC1OCCCC1 ((6-chloropyridin-3-yl)(4-(tetrahydro-2H-pyran-2-yloxy)phenyl)methanone). Yields the product ClC1=CC=C(C=N1)C(=C(CC)C=1C=CC2=C(CCO2)C1)C1=CC=C(C=C1)O (4-(1-(6-chloropyridin-3-yl)-2-(2,3-dihydrobenzofuran-5-yl)but-1-enyl)phenol). Isolated yield 37.0%. RXN SMILES: [O:1]1[C:5]2[CH:6]=[CH:7][C:8]([C:10](=O)[CH2:11][CH3:12])=[CH:9][C:4]=2[CH2:3][CH2:2]1.[Cl:14][C:15]1[N:20]=[CH:19][C:18]([C:21]([C:23]2[CH:28]=[CH:27][C:26]([O:29]C3CCCCO3)=[CH:25][CH:24]=2)=O)=[CH:17][CH:16]=1>>[Cl:14][C:15]1[N:20]=[CH:19][C:18]([C:21]([C:23]2[CH:24]=[CH:25][C:26]([OH:29])=[CH:27][CH:28]=2)=[C:10]([C:8]2[CH:7]=[CH:6][C:5]3[O:1][CH2:2][CH2:3][C:4]=3[CH:9]=2)[CH2:11][CH3:12])=[CH:17][CH:16]=1. Procedure: According to general procedure of McMurry reaction as example 1, step D described, 1-(2,3-dihydrobenzofuran-5-yl)propan-1-one (610 mg, 1.1 eq) was reacted with (6-chloropyridin-3-yl)(4-(tetrahydro-2H-pyran-2-yloxy)phenyl)methanone (1.0 g, 1.0 eq) to give 440 mg desired product (37%, Z/E=1/1). The reactants are CCCC[N+](CCCC)(CCCC)CCCC, C1CCOC1, [F-], CC(C)[Si](OC1CCC(c2cc(F)ccc2F)=Cc2cccnc21)(C(C)C)C(C)C. Product: OC1CCC(c2cc(F)ccc2F)=Cc2cccnc21. RXN SMILES: [CH2:2]([N+:3]([CH2:4][CH2:5][CH2:6][CH3:7])([CH2:8][CH2:9][CH2:10][CH3:11])[CH2:12][CH2:13][CH2:14][CH3:15])[CH2:16][CH2:17][CH3:18].[CH2:49]1[O:50][CH2:51][CH2:52][CH2:53]1.[F-:1].[F:19][c:20]1[c:21]([C:27]2=[CH:28][c:29]3[c:30]([n:31][cH:32][cH:33][cH:34]3)[CH:35]([O:38][Si:39]([CH:40]([CH3:41])[CH3:42])([CH:43]([CH3:44])[CH3:45])[CH:46]([CH3:47])[CH3:48])[CH2:36][CH2:37]2)[cH:22][c:23]([F:26])[cH:24][cH:25]1>>[F:19][c:20]1[c:21]([C:27]2=[CH:28][c:29]3[c:30]([n:31][cH:32][cH:33][cH:34]3)[CH:35]([OH:38])[CH2:36][CH2:37]2)[cH:22][c:23]([F:26])[cH:24][cH:25]1.